This data is from the Open Reaction Database (ORD), a public repository of structured organic reaction records. The task is: describe an organic reaction: reactants, conditions, products, and yield Reactants: C12(CC3CC(CC(C1)C3)C2)CNC(C2=CC(=NC=C2Cl)Cl)=O (N-(1-adamantylmethyl)-2,5-dichloroisonicotinamide), P(=O)([O-])([O-])[O-].[K+].[K+].[K+] (potassium phosphate), solution, C(C=C)N(C(OC(C)(C)C)=O)CCCO[Si](C)(C)C(C)(C)C (tert-butyl allyl(3-{[tert-butyl(dimethyl)silyl]oxy}propyl)carbamate), CCCCCCCCC (nonane), solution. Reagents/catalysts: C=1C=CC(=CC1)[P](C=2C=CC=CC2)(C=3C=CC=CC3)[Pd]([P](C=4C=CC=CC4)(C=5C=CC=CC5)C=6C=CC=CC6)([P](C=7C=CC=CC7)(C=8C=CC=CC8)C=9C=CC=CC9)[P](C=1C=CC=CC1)(C=1C=CC=CC1)C=1C=CC=CC1 (tetrakis(triphenylphosphine)palladium). Run in CN(C=O)C (N,N-dimethylformamide), [Cl-].[Na+].O (brine), O (water), O1CCCC1 (tetrahydrofuran). Reaction conditions: temperature 0 celsius, time 15 minute. Yields the product C(C)(C)(C)OC(N(CCCO[Si](C)(C)C(C)(C)C)CCCC1=NC=C(C(=C1)C(=O)NCC12CC3CC(CC(C1)C3)C2)Cl)=O (tert-Butyl[3-(4-{[(1-adamantylmethyl)amino]carbonyl}-5-chloropyridin-2-yl)propyl](3-{[tert-butyl(dimethyl)silyl]oxy}propyl)carbamate). Isolated yield 49.2%. RXN SMILES: [CH2:1]([N:4]([CH2:12][CH2:13][CH2:14][O:15][Si:16]([C:19]([CH3:22])([CH3:21])[CH3:20])([CH3:18])[CH3:17])[C:5](=[O:11])[O:6][C:7]([CH3:10])([CH3:9])[CH3:8])[CH:2]=[CH2:3].CCCCCCCCC.P([O-])([O-])([O-])=O.[K+].[K+].[K+].[C:40]12([CH2:50][NH:51][C:52](=[O:61])[C:53]3[C:58]([Cl:59])=[CH:57][N:56]=[C:55](Cl)[CH:54]=3)[CH2:49][CH:44]3[CH2:45][CH:46]([CH2:48][CH:42]([CH2:43]3)[CH2:41]1)[CH2:47]2>O1CCCC1.O.CN(C)C=O.[Cl-].[Na+].O.C1C=CC([P]([Pd]([P](C2C=CC=CC=2)(C2C=CC=CC=2)C2C=CC=CC=2)([P](C2C=CC=CC=2)(C2C=CC=CC=2)C2C=CC=CC=2)[P](C2C=CC=CC=2)(C2C=CC=CC=2)C2C=CC=CC=2)(C2C=CC=CC=2)C2C=CC=CC=2)=CC=1>[C:7]([O:6][C:5](=[O:11])[N:4]([CH2:1][CH2:2][CH2:3][C:55]1[CH:54]=[C:53]([C:52]([NH:51][CH2:50][C:40]23[CH2:41][CH:42]4[CH2:48][CH:46]([CH2:45][CH:44]([CH2:43]4)[CH2:49]2)[CH2:47]3)=[O:61])[C:58]([Cl:59])=[CH:57][N:56]=1)[CH2:12][CH2:13][CH2:14][O:15][Si:16]([C:19]([CH3:22])([CH3:21])[CH3:20])([CH3:18])[CH3:17])([CH3:9])([CH3:10])[CH3:8] |f:2.3.4.5,10.11.12,^1:79,81,100,119|. Reported procedure: A solution of tert-butyl allyl(3-{[tert-butyl(dimethyl)silyl]oxy}propyl)carbamate (0.50 g) in 9-boroabicyclo[3.3.1]nonane (6.0 ml of a 0.5M solution in tetrahydrofuran) was heated at reflux under nitrogen for 4 hours. The solution was cooled to 0° C. and potassium phosphate (2 ml of a 3M solution in water) was added. The mixture was stirred for 15 minutes and a solution of N-(1-adamantylmethyl)-2,5-dichloroisonicotinamide (0.50 g) (prepared as described in WO 01/94338) and tetrakis(triphenylphos...